Dataset: the Open Reaction Database (ORD), a public repository of structured organic reaction records. Task: describe an organic reaction: reactants, conditions, products, and yield The reactants are C(C)(C)C1(C(N=C2N1C(C1=CC=CC=C21)=O)=O)C (3-isopropyl-3-methyl-5H-imidazo[2,1-a]isoindole-2(3H), 5-dione), O (water), [H][H] (hydrogen), [H][H] (hydrogen). Solvent: C(C)(=O)O (acetic acid). Yields the product C(C)(C)C1(C(NC2N1C(C1=CC=CC=C21)=O)=O)C (1,9b-dihydro-3-isopropyl-3-methyl-5H-imidazo[2,1-a]isoindole-2(3H),5-dione). Reaction SMILES: [CH:1]([C:4]1([CH3:18])[N:8]2[C:9](=[O:16])[C:10]3[C:15]([C:7]2=[N:6][C:5]1=[O:17])=[CH:14][CH:13]=[CH:12][CH:11]=3)([CH3:3])[CH3:2].O.[H][H]>C(O)(=O)C>[CH:1]([C:4]1([CH3:18])[N:8]2[C:9](=[O:16])[C:10]3[C:15]([CH:7]2[NH:6][C:5]1=[O:17])=[CH:14][CH:13]=[CH:12][CH:11]=3)([CH3:3])[CH3:2]. Procedure details: A solution of 1.2 g 3-isopropyl-3-methyl-5H-imidazo[2,1-a]isoindole-2(3H), 5-dione in 75 ml acetic acid and 10 ml water containing 100 mg 5% palladium on carbon is shaken in an atmosphere of hydrogen at a pressure of 10 psi and room temperature. One equivalent of hydrogen is absorbed in 75 minutes. The mixture is filtered, and the filtrate concentrated under reduced pressure. To the residue is added toluene which is then removed in vacuo. This is repeated. To the gummy residue is added a small v... Reactants: C(Cl)Cl (methylene chloride), C1(=CCCCC1)C=1C=2N(C=C(C1)C)N=C(N2)N (8-cyclohexenyl-6-methyl-[1,2,4]triazolo[1,5-a]pyridin-2-amine), CC1=CC(=NC=N1)N1CCC(CC1)=O (1-(6-methylpyrimidin-4-yl)piperidin-4-one). The solvent is C(Cl)Cl.CO (methylene chloride methanol). Product: C1(=CCCCC1)C=1C=2N(C=C(C1)C)N=C(N2)NC2CCN(CC2)C2=NC=NC(=C2)C (8-Cyclohexenyl-6-methyl-N-(1-(6-methylpyrimidin-4-yl)piperidin-4-yl)-[1,2,4]triazolo[1,5-a]pyridin-2-amine), oil. Isolated yield 17.0%. As a reaction SMILES: [C:1]1([C:7]2[C:8]3[N:9]([N:14]=[C:15]([NH2:17])[N:16]=3)[CH:10]=[C:11]([CH3:13])[CH:12]=2)[CH2:6][CH2:5][CH2:4][CH2:3][CH:2]=1.[CH3:18][C:19]1[N:24]=[CH:23][N:22]=[C:21]([N:25]2[CH2:30][CH2:29][C:28](=O)[CH2:27][CH2:26]2)[CH:20]=1.C(Cl)Cl>C(Cl)Cl.CO>[C:1]1([C:7]2[C:8]3[N:9]([N:14]=[C:15]([NH:17][CH:28]4[CH2:29][CH2:30][N:25]([C:21]5[CH:20]=[C:19]([CH3:18])[N:24]=[CH:23][N:22]=5)[CH2:26][CH2:27]4)[N:16]=3)[CH:10]=[C:11]([CH3:13])[CH:12]=2)[CH2:6][CH2:5][CH2:4][CH2:3][CH:2]=1 |f:3.4|. Procedure details: Prepared in analogy to example 1h, starting from 8-cyclohexenyl-6-methyl-[1,2,4]triazolo[1,5-a]pyridin-2-amine and 1-(6-methylpyrimidin-4-yl)piperidin-4-one (see example 93b). The title compound was obtained as a yellow viscous oil (yield: 17%) after column chromatography on silica gel using a gradient from methylene chloride to methylene chloride/methanol 19:1 (v/v) as eluent. MS ISP (m/e): 404.6 (100) [(M+H)+]. Starting materials: CC1=C(OCCCC(=O)N2CCCC3=C(C=CC=C23)B2OC(C(O2)(C)C)(C)C)C=CC=C1C (4-(2,3-dimethylphenoxy)-1-(5-(4,4,5,5-tetramethyl-1,3,2-dioxaborolan-2-yl)-3,4-dihydroquinolin-1(2H)-yl)butan-1-one), BrC1=C2CCCN(C2=CC=C1)C(CCCOC1=C(C(=CC=C1)C)C)=O (1-(5-bromo-3,4-dihydroquinolin-1(2H)-yl)-4-(2,3-dimethylphenoxy)butan-1-one), BrC=1C=C(COC(=O)NCCC(=O)OC(C)(C)C)C=CC1 (tert-butyl 3-((3-bromobenzyloxy)carbonylamino)propanoate). RXN SMILES: CC1C(C)=CC=CC=1OCCCC(N1[C:19]2[C:14](=[C:15]([B:20]3[O:24][C:23]([CH3:26])([CH3:25])[C:22]([CH3:28])([CH3:27])[O:21]3)[CH:16]=[CH:17][CH:18]=2)CCC1)=O.BrC1C=CC=C2C=1CCCN2C(=O)CCCOC1C=CC=C(C)C=1C.BrC1C=C(C=CC=1)[CH2:63][O:64][C:65]([NH:67][CH2:68][CH2:69][C:70]([O:72][C:73]([CH3:76])([CH3:75])[CH3:74])=[O:71])=[O:66]>>[CH3:26][C:23]1([CH3:25])[C:22]([CH3:27])([CH3:28])[O:21][B:20]([C:15]2[CH:14]=[C:19]([CH:18]=[CH:17][CH:16]=2)[CH2:63][O:64][C:65]([NH:67][CH2:68][CH2:69][C:70]([O:72][C:73]([CH3:76])([CH3:75])[CH3:74])=[O:71])=[O:66])[O:24]1. Procedure details: The title compound was prepared using a procedure analogous to 4-(2,3-dimethylphenoxy)-1-(5-(4,4,5,5-tetramethyl-1,3,2-dioxaborolan-2-yl)-3,4-dihydroquinolin-1(2H)-yl)butan-1-one except that 1-(5-bromo-3,4-dihydroquinolin-1(2H)-yl)-4-(2,3-dimethylphenoxy)butan-1-one was replaced with tert-butyl 3-((3-bromobenzyloxy)carbonylamino)propanoate. LCMS, [M+Na]+=428.2. Product: CC1(OB(OC1(C)C)C=1C=C(COC(=O)NCCC(=O)OC(C)(C)C)C=CC1)C (tert-Butyl 3-((3-(4,4,5,5-tetramethyl-1,3,2-dioxaborolan-2-yl)benzyloxy)carbonylamino)propanoate). The reactants are CSc1cc(C(C)(C)C)n[nH]1, CN(C)C(=O)Cl, c1ccncc1, c1ccccc1. Product: CSc1cc(C(C)(C)C)nn1C(=O)N(C)C. Reaction SMILES: [C:7]([CH3:8])([CH3:9])([CH3:10])[c:11]1[n:12][nH:13][c:14]([S:16][CH3:17])[cH:15]1.[CH3:1][N:2]([C:3](=[O:4])[Cl:5])[CH3:6].[cH:18]1[cH:19][cH:20][n:21][cH:22][cH:23]1.[cH:24]1[cH:25][cH:26][cH:27][cH:28][cH:29]1>>[CH3:1][N:2]([C:3](=[O:4])[n:13]1[n:12][c:11]([C:7]([CH3:8])([CH3:9])[CH3:10])[cH:15][c:14]1[S:16][CH3:17])[CH3:6]. Reactants: ClC=1N=C(C2=C(N1)C=CC(=N2)C=C2CN(C2)C(=O)OC(C)(C)C)N2CCOCC2 (tert-butyl 3-((2-chloro-4-morpholinopyrido[3,2-d]pyrimidin-6-yl)methylene)azetidine-1-carboxylate), C(C)(C)C1=NC2=C(N1)C=CC=C2 (2-isopropyl-1H-benzo[d]imidazole), CC(C)([O-])C.[Na+] (sodium tert-butoxide). The product is C(C)(C)C1=NC2=C(N1C=1N=C(C3=C(N1)C=CC(=N3)C=C3CN(C3)C(=O)OC(C)(C)C)N3CCOCC3)C=CC=C2 (tert-butyl 3-((2-(2-isopropyl-1H-benzo[d]imidazol-1-yl)-4-morpholinopyrido[3,2-d]pyrimidin-6-yl)methylene)azetidine-1-carboxylate). Procedure: To a microwave vial was added tert-butyl 3-((2-chloro-4-morpholinopyrido[3,2-d]pyrimidin-6-yl)methylene)azetidine-1-carboxylate, 2-isopropyl-1H-benzo[d]imidazole (1.05 eq), sodium tert-butoxide (2 eq), Palladium Acetate (0.1 eq) and Bis(tri-t-butylphosphine)palladium (0.1 eq). The tube was flushed with nitrogen for 10 minutes before adding Toluene (8 mL). The reaction was microwaved at 145° C. for 20 minutes. The crude was purified by flash column chromatography to afford 0.22 g of tert-butyl 3-... The reagents and catalysts are C(C)(=O)[O-].[Pd+2].C(C)(=O)[O-] (Palladium Acetate), CC(C)([P](C(C)(C)C)([Pd][P](C(C)(C)C)(C(C)(C)C)C(C)(C)C)C(C)(C)C)C (Bis(tri-t-butylphosphine)palladium). RXN SMILES: Cl[C:2]1[N:3]=[C:4]([N:24]2[CH2:29][CH2:28][O:27][CH2:26][CH2:25]2)[C:5]2[N:11]=[C:10]([CH:12]=[C:13]3[CH2:16][N:15]([C:17]([O:19][C:20]([CH3:23])([CH3:22])[CH3:21])=[O:18])[CH2:14]3)[CH:9]=[CH:8][C:6]=2[N:7]=1.[CH:30]([C:33]1[NH:37][C:36]2[CH:38]=[CH:39][CH:40]=[CH:41][C:35]=2[N:34]=1)([CH3:32])[CH3:31].CC(C)([O-])C.[Na+]>C([O-])(=O)C.[Pd+2].C([O-])(=O)C.CC(C)([P](C(C)(C)C)([Pd][P](C(C)(C)C)(C(C)(C)C)C(C)(C)C)C(C)(C)C)C>[CH:30]([C:33]1[N:34]([C:2]2[N:3]=[C:4]([N:24]3[CH2:29][CH2:28][O:27][CH2:26][CH2:25]3)[C:5]3[N:11]=[C:10]([CH:12]=[C:13]4[CH2:14][N:15]([C:17]([O:19][C:20]([CH3:21])([CH3:23])[CH3:22])=[O:18])[CH2:16]4)[CH:9]=[CH:8][C:6]=3[N:7]=2)[C:35]2[CH:41]=[CH:40][CH:39]=[CH:38][C:36]=2[N:37]=1)([CH3:32])[CH3:31] |f:2.3,4.5.6,^1:59,65|. The reactants are O1CCCC1 (tetrahydrofuran), BrC1=CC(=C(C=C1)C1OCCO1)F (2-(4-bromo-2-fluoro-phenyl)-[1,3]dioxolane), C(CCC)[Li] (n-butyl lithium), C1CCOC1 (THF), C(=O)N1CCOCC1 (N-formylmorpholine). Run in C(C)(=O)OCC (ethyl acetate), O (Water). Run at temperature -78 celsius, time 5 minute. The product is O1C(OCC1)C1=C(C=C(C=O)C=C1)F (4-[1,3]Dioxolan-2-yl-3-fluoro-benzaldehyde). RXN SMILES: [O:1]1CCC[CH2:2]1.Br[C:7]1[CH:12]=[CH:11][C:10]([CH:13]2[O:17][CH2:16][CH2:15][O:14]2)=[C:9]([F:18])[CH:8]=1.C([Li])CCC.C(N1CCOCC1)=O>C(OCC)(=O)C.O>[O:14]1[CH2:15][CH2:16][O:17][CH:13]1[C:10]1[CH:11]=[CH:12][C:7]([CH:2]=[O:1])=[CH:8][C:9]=1[F:18]. Reported procedure: To a tetrahydrofuran (600 mL) solution of 2-(4-bromo-2-fluoro-phenyl)-[1,3]dioxolane (12.5 g, 50.7 mmol) described in Manufacturing Example 204-1-1 was added dropwise n-butyl lithium (28.5 mL, 2.67 M hexane solution, 76.1 mmol) over 15 minute. The system was stirred for 5 minutes at −78° C., after which a THF solution of N-formylmorpholine (5.61 mL, 55.8 mmol) was added to this reaction solution, which was stirred for another 2.5 hours at room temperature. Water and ethyl acetate were added to t... Starting materials: C(CC)C(CO)(CO)CO (2-n-propyl-2-hydroxymethyl-propan-1,3-diol), C(CCCCC)=O (n-hexanal), C(CCCCCC)=O (n-heptanal). Yields the product C(CCC)C(CO)(CO)CO (2-n-Butyl-2-hydroxymethyl-propan-1,3-diol), C(CCCC)C(CO)(CO)CO (2-n-pentyl-2-hydroxymethyl-propan-1,3-diol). Reaction SMILES: [CH:1](=O)CCCCC.[CH:8](=O)[CH2:9]CCCCC.[CH2:16]([C:19]([CH2:24][OH:25])([CH2:22][OH:23])[CH2:20][OH:21])[CH2:17][CH3:18]>>[CH2:16]([C:19]([CH2:24][OH:25])([CH2:22][OH:23])[CH2:20][OH:21])[CH2:17][CH2:18][CH3:1].[CH2:16]([C:19]([CH2:24][OH:25])([CH2:22][OH:23])[CH2:20][OH:21])[CH2:17][CH2:18][CH2:8][CH3:9]. Reported procedure: 2-n-Butyl-2-hydroxymethyl-propan-1,3-diol and 2-n-pentyl-2-hydroxymethyl-propan-1,3-diol were prepared from n-hexanal and n-heptanal respectively in a manner analogous to that described for the synthesis of 2-n-propyl-2-hydroxymethyl-propan-1,3-diol.